Dataset: the Open Reaction Database (ORD), a public repository of structured organic reaction records. Task: describe an organic reaction: reactants, conditions, products, and yield The reactants are N(=O)OC(C)(C)C (t-butyl nitrite), B(F)(F)F.CCOCC (boron trifluoride diethyl etherate), NC=1C=C(C(=NC1)Cl)C (5-amino-2-chloro-3-methylpyridine), CCCCC (pentane). Solvent: COCCOC (DME), COCCOC (DME), COCCOC (DME). Conditions: time 15 minute. Yields the product ClC1=NC=C(C=C1C)O (2-chloro-3-methyl-5-hydroxypyridine). As a reaction SMILES: B(F)(F)F.CC[O:7][CH2:8][CH3:9].NC1[CH:12]=[C:13](C)[C:14]([Cl:17])=[N:15][CH:16]=1.N(OC(C)(C)C)=O.CCCCC>COCCOC>[Cl:17][C:14]1[C:13]([CH3:12])=[CH:9][C:8]([OH:7])=[CH:16][N:15]=1 |f:0.1|. Procedure details: To a solution of boron trifluoride diethyl etherate (5.8 mL, 47.5 nmmol) in DME (18 mL) at -14° C. was added dropwise a solution of 5-amino-2-chloro-3-methylpyridine (4.5 g, 31.7 mmol) in DME (60 mL). The mixture was stirred for 15 minutes and then a solution of t-butyl nitrite (4.5 mL, 38 mmol) in DME (60 mL) was added dropwise. The mixture was stirred for 1 hour at 0° C., then pentane (100 mL) was added to give a solid. The solid was collected by filtration and dried to give the title compound... Reactants: [C@H]1(CC12CCCCC2)C(=O)O ((1R)-spiro[2.5]octane-1-carboxylic acid), Cl.NCC(=O)N (2-aminoacetamide hydrochloride), C1(CC12CCCCC2)C(=O)O (Spiro[2.5]octane-1-carboxylic acid), NC[C@H](C)O ((S)-1-amino-2-propanol). The product is O[C@H](CNC(=O)[C@@H]1CC12CCCCC2)C ((1R)—N-[(2S)-2-hydroxypropyl]spiro[2.5]octane-1-carboxamide). As a reaction SMILES: [C@H:1]1([C:9]([OH:11])=O)[C:3]2([CH2:8][CH2:7][CH2:6][CH2:5][CH2:4]2)[CH2:2]1.C1(C(O)=O)C2(CCCCC2)C1.[NH2:23][CH2:24][C@@H:25]([OH:27])[CH3:26].Cl.NCC(N)=O>>[OH:27][C@@H:25]([CH3:26])[CH2:24][NH:23][C:9]([C@H:1]1[C:3]2([CH2:4][CH2:5][CH2:6][CH2:7][CH2:8]2)[CH2:2]1)=[O:11] |f:3.4|. Reported procedure: The title compound was prepared as described in Example 3 substituting the product from Example 9 for the product from Example 1B and substituting (S)-1-amino-2-propanol, purchased from Aldrich, for 2-aminoacetamide hydrochloride. 1H NMR (400 MHz, CD3OD) δ 3.80 (m, 1H), 3.16 (m, 2H), 1.20-1.70 (m, 11H), 1.13 (d, 3H), 1.02 (dd, 1H), 0.69 (dd, 1H); MS (CI) m/z 212 (M+H)+. Starting materials: aqueous solution, BrCC(CO)O (1-bromo-2,3-propanediol), C(C)(=O)NC1=C(C(=C(C(=C1I)C(=O)NCC(COC(C)=O)OC(C)=O)I)COC(C)=O)I (N-acetyl-3-acetoxymethyl-5-(2,3-diacetoxypropylaminocarbonyl)-2,4,6-triiodoaniline), aqueous solution, Cl (HCl), BrCC(CO)O (1-Bromo-2,3-propanediol), aqueous solution, [OH-].[Na+] (NaOH), Cl (HCl). Solvent: CO (methanol), O (water). Conditions: time 1 hour. Yields the product C(C)(=O)N(C1=C(C(=C(C(=C1I)C(=O)NCC(CO)O)I)CO)I)CC(CO)O (N-Acetyl-3-hydroxymethyl-5-(2.3-dihydroxyproylaminocarbonyl)-N-(2,3-dihydroxypropyl)-2,4,6-triiodoaniline). RXN SMILES: [C:1]([NH:4][C:5]1[C:10]([I:11])=[C:9]([C:12]([NH:14][CH2:15][CH:16]([O:22]C(=O)C)[CH2:17][O:18]C(=O)C)=[O:13])[C:8]([I:26])=[C:7]([CH2:27][O:28]C(=O)C)[C:6]=1[I:32])(=[O:3])[CH3:2].[OH-].[Na+].Br[CH2:36][CH:37]([OH:40])[CH2:38][OH:39].Cl>CO.O>[C:1]([N:4]([CH2:36][CH:37]([OH:40])[CH2:38][OH:39])[C:5]1[C:10]([I:11])=[C:9]([C:12]([NH:14][CH2:15][CH:16]([OH:22])[CH2:17][OH:18])=[O:13])[C:8]([I:26])=[C:7]([CH2:27][OH:28])[C:6]=1[I:32])(=[O:3])[CH3:2] |f:1.2|. Procedure: N-acetyl-3-acetoxymethyl-5-(2,3-diacetoxypropylaminocarbonyl)-2,4,6-triiodoaniline (1.0 g, 1.27 mmol) was suspended in a mixture of methanol (6 ml) and water (30 ml) and pH was adjusted to 12.0 using a 2 M aqueous solution of NaOH. After stirring for 1 h, 1-bromo-2,3-propanediol (0.99 g, 6.4 mmol) was added and the pH was adjusted to 11.6 using a 2 M aqueous solution of HCl. 1-Bromo-2,3-propanediol (0.99 g, 6.4 mmol) was again added after 16 and 18 h and after 24 h, pH was adjusted to 6.5 using ... The reactants are COC(=O)C=1C(=CC=C2C3=CC=CC=C3C(=CC12)OC)C(=O)OC (9-methoxy phenanthrene-1,2-dicarboxylic acid dimethyl ester), ice, 3, bromide boron chloride methylene, [Na+].C(O)([O-])=O (hydrogen carbonate sodium). Solvent: O (water), chloride methylene. Reaction conditions: time 5 hour. The product is C1=CC=CC=2C3=CC=CC=C3C=CC12 (phenanthrene). Isolated yield 131.1%. Reaction SMILES: COC([C:5]1[C:6](C(OC)=O)=[CH:7][CH:8]=[C:9]2[C:18]=1[CH:17]=[C:16](OC)[C:15]1[C:10]2=[CH:11][CH:12]=[CH:13][CH:14]=1)=O.[Na+].C(=O)([O-])O>O>[CH:5]1[C:18]2[CH:17]=[CH:16][C:15]3[C:10](=[CH:11][CH:12]=[CH:13][CH:14]=3)[C:9]=2[CH:8]=[CH:7][CH:6]=1 |f:1.2|. Procedure details: 9-methoxy phenanthrene-1,2-dicarboxylic acid dimethyl ester 8.11 g (0.025 mol) obtained in the example I-1 was dissolved in chloride methylene 100 ml, by ice-cooling and mixing under nitrogen gas airstreams, 1M 3 bromide boron/chloride methylene solution 100 ml (0.1 mol) was dropped for 60 minutes, and further a mixing reaction was performed for 5 hours under a room temperature. Then, reactants were poured into an ice, water was added, and further hydrogen carbonate sodium 8.4 g (0.1 mol) was ad... Reactants: C(C)C1=NC2=C(N1C1=NC(=C3N=C(N(C3=N1)C1OCCCC1)CN1CC(C1)C1CCOCC1)N1CCOCC1)C=CC=C2 (2-(2-ethylbenzoimidazol-1-yl)-6-morpholin-4-yl-9-(tetrahydropyran-2-yl)-8-[3-(tetrahydropyran-4-yl)azetidin-1-ylmethyl]-9H-purine). Run in Cl (HCl). Reaction conditions: time 48 hour. The product is N (NH3), C(C)C1=NC2=C(N1C1=NC(=C3N=C(NC3=N1)CN1CC(C1)C1CCOCC1)N1CCOCC1)C=CC=C2 (4-(2-(2-ethyl-1H-benzo[d]imidazol-1-yl)-8-((3-(tetrahydro-2H-pyran-4-yl)azetidin-1-yl)methyl)-9H-purin-6-yl)morpholine). The yield is 116.1%. As a reaction SMILES: [CH2:1]([C:3]1[N:7]([C:8]2[N:16]=[C:15]3[C:11]([N:12]=[C:13]([CH2:23][N:24]4[CH2:27][CH:26]([CH:28]5[CH2:33][CH2:32][O:31][CH2:30][CH2:29]5)[CH2:25]4)[N:14]3C3CCCCO3)=[C:10]([N:34]3[CH2:39][CH2:38][O:37][CH2:36][CH2:35]3)[N:9]=2)[C:6]2[CH:40]=[CH:41][CH:42]=[CH:43][C:5]=2[N:4]=1)[CH3:2]>Cl>[NH3:4].[CH2:1]([C:3]1[N:7]([C:8]2[N:16]=[C:15]3[C:11]([N:12]=[C:13]([CH2:23][N:24]4[CH2:27][CH:26]([CH:28]5[CH2:29][CH2:30][O:31][CH2:32][CH2:33]5)[CH2:25]4)[NH:14]3)=[C:10]([N:34]3[CH2:35][CH2:36][O:37][CH2:38][CH2:39]3)[N:9]=2)[C:6]2[CH:40]=[CH:41][CH:42]=[CH:43][C:5]=2[N:4]=1)[CH3:2]. Procedure: A mixture of 2-(2-ethylbenzoimidazol-1-yl)-6-morpholin-4-yl-9-(tetrahydropyran-2-yl)-8-[3-(tetrahydropyran-4-yl)azetidin-1-ylmethyl]-9H-purine (0.28 g, 0.48 mmol) in 1.25 M HCl (10 mL) was stirred for 48 h at room temperature. The reaction mixture was concentrated in vacuo. The residue was loaded in MeOH onto an Isolute® SCX-2 cartridge. The cartridge was washed with MeOH, then the desired product was eluted with DCM, 20-80% MeOH in DCM and 10-40% 2 M NH3 in MeOH in DCM. The residue was purified... The reactants are CC(C)=C(O)C(O)C(O)C(O)C=O, ClC(c1ccccc1)(c1ccccc1)c1ccccc1, O, c1ccncc1. The product is OC(c1ccccc1)(c1ccccc1)c1ccccc1. RXN SMILES: [C:1](=[C:2]([OH:3])[CH:4]([OH:5])[CH:6]([OH:7])[CH:8]([OH:10])[CH:11]=[O:9])([CH3:12])[CH3:13].[C:20]([c:21]1[cH:22][cH:23][cH:24][cH:25][cH:26]1)([c:27]1[cH:28][cH:29][cH:30][cH:31][cH:32]1)([c:33]1[cH:34][cH:35][cH:36][cH:37][cH:38]1)[Cl:39].[OH2:40].[cH:14]1[cH:15][cH:16][n:17][cH:18][cH:19]1>>[OH:9][C:20]([c:21]1[cH:22][cH:23][cH:24][cH:25][cH:26]1)([c:27]1[cH:28][cH:29][cH:30][cH:31][cH:32]1)[c:33]1[cH:34][cH:35][cH:36][cH:37][cH:38]1. Reactants: CC(C)(C)c1nnc(N=C=O)s1, ClCCl, CNN, NN. Product: CN(N)C(=O)Nc1nnc(C(C)(C)C)s1. As a reaction SMILES: [C:4]([CH3:5])([CH3:6])([CH3:7])[c:8]1[n:9][n:10][c:11]([N:13]=[C:14]=[O:15])[s:12]1.[CH2:18]([Cl:19])[Cl:20].[CH3:1][NH:2][NH2:3].[NH2:16][NH2:17]>>[CH3:1][N:2]([NH2:3])[C:14]([NH:13][c:11]1[n:10][n:9][c:8]([C:4]([CH3:5])([CH3:6])[CH3:7])[s:12]1)=[O:15].